The task is: describe an organic reaction: reactants, conditions, products, and yield. This data is from the Open Reaction Database (ORD), a public repository of structured organic reaction records. The reactants are Cc1cc(Br)ccc1C(=O)O, NC1CCCC1N1CCCC1. The product is Cc1cc(Br)ccc1C(=O)NC1CCCC1N1CCCC1. Reaction SMILES: [Br:12][c:13]1[cH:14][c:15]([CH3:22])[c:16]([C:17](=[O:18])[OH:19])[cH:20][cH:21]1.[N:1]1([CH:6]2[CH:7]([NH2:11])[CH2:8][CH2:9][CH2:10]2)[CH2:2][CH2:3][CH2:4][CH2:5]1>>[N:1]1([CH:6]2[CH:7]([NH:11][C:17]([c:16]3[c:15]([CH3:22])[cH:14][c:13]([Br:12])[cH:21][cH:20]3)=[O:18])[CH2:8][CH2:9][CH2:10]2)[CH2:2][CH2:3][CH2:4][CH2:5]1. Procedure details: A solution of 3-phenyl-4-hydroxybenzoic acid (131.1 g, 0.061 mole) and a 50 weight percent aqueous solution of NaOH (10.5 g, 0.131 mole) in 350 ml of deionized water was added to a 500 ml, three-necked, round-bottom flask equipped with a thermometer and a polytetrafluoroethylene-coated magnetic stir bar. The solution was stirred to homogeneity and then immersed in an ice water bath. With the solution temperature at 10° C., acetic anhydride (12.7 g, 0.124 mole) was added rapidly with stirring. Im... Reactants: Cl (HCl), C1(=CC=CC=C1)C=1C=C(C(=O)O)C=CC1O (3-phenyl-4-hydroxybenzoic acid), [OH-].[Na+] (NaOH), C(C)(=O)OC(C)=O (acetic anhydride). As a reaction SMILES: [C:1]1([C:7]2[CH:8]=[C:9]([CH:13]=[CH:14][C:15]=2[OH:16])[C:10]([OH:12])=[O:11])[CH:6]=[CH:5][CH:4]=[CH:3][CH:2]=1.[OH-].[Na+].[C:19](OC(=O)C)(=[O:21])[CH3:20].Cl>O>[C:1]1([C:7]2[CH:8]=[C:9]([CH:13]=[CH:14][C:15]=2[O:16][C:19](=[O:21])[CH3:20])[C:10]([OH:12])=[O:11])[CH:2]=[CH:3][CH:4]=[CH:5][CH:6]=1 |f:1.2|. The solvent is O (water). The product is C1(=CC=CC=C1)C=1C=C(C(=O)O)C=CC1OC(C)=O (3-phenyl-4-acetoxybenzoic acid). The reactants are O=C(N(Cc1ccnc2ccccc12)C1CCN(C2c3ccccc3-c3ccccc32)C(Cc2ccccc2)C1)C(F)(F)F, CO, [Na+], C1CCOC1, [OH-]. The product is c1ccc(CC2CC(NCc3ccnc4ccccc34)CCN2C2c3ccccc3-c3ccccc32)cc1. Reaction SMILES: [CH2:1]([c:2]1[cH:3][cH:4][cH:5][cH:6][cH:7]1)[CH:8]1[N:9]([CH:32]2[c:33]3[cH:34][cH:35][cH:36][cH:37][c:38]3-[c:39]3[cH:40][cH:41][cH:42][cH:43][c:44]32)[CH2:10][CH2:11][CH:12]([N:14]([C:15](=[O:16])[C:17]([F:18])([F:19])[F:20])[CH2:21][c:22]2[cH:23][cH:24][n:25][c:26]3[cH:27][cH:28][cH:29][cH:30][c:31]23)[CH2:13]1.[CH3:52][OH:53].[Na+:46].[O:47]1[CH2:48][CH2:49][CH2:50][CH2:51]1.[OH-:45]>>[CH2:1]([c:2]1[cH:3][cH:4][cH:5][cH:6][cH:7]1)[CH:8]1[N:9]([CH:32]2[c:33]3[cH:34][cH:35][cH:36][cH:37][c:38]3-[c:39]3[cH:40][cH:41][cH:42][cH:43][c:44]32)[CH2:10][CH2:11][CH:12]([NH:14][CH2:21][c:22]2[cH:23][cH:24][n:25][c:26]3[cH:27][cH:28][cH:29][cH:30][c:31]23)[CH2:13]1. The reactants are C1=CC=C2C(=C1)C3=NC4=C5C6=C(C=C4)C(=O)C7=CC=CC=C7C6=NC8=C5C3=C(C2=O)C=C8 (flavanthrone), S(O)(O)(=O)=O (sulfuric acid), O (water). Product: C1=CC=C2C(=C1)C3=NC4=C5C6=C(C=C4)C(=O)C7=CC=CC=C7C6=NC8=C5C3=C(C2=O)C=C8.S(=O)(=O)([O-])[O-] (flavanthrone sulfate). RXN SMILES: [CH:1]1[CH:6]=[C:5]2[C:7]3[C:27]4=[C:28]([CH:31]=[CH:32][C:25]5=[C:26]4[C:10]4[C:11]6[C:23](=[N:24]5)[C:22]5[C:17](=[CH:18][CH:19]=[CH:20][CH:21]=5)[C:15](=[O:16])[C:12]=6[CH:13]=[CH:14][C:9]=4[N:8]=3)[C:29](=[O:30])[C:4]2=[CH:3][CH:2]=1.O.[S:34](=[O:38])(=[O:37])([OH:36])[OH:35]>>[CH:20]1[CH:21]=[C:22]2[C:23]3[C:11]4=[C:12]([CH:13]=[CH:14][C:9]5=[C:10]4[C:26]4[C:27]6[C:7](=[N:8]5)[C:5]5[C:4](=[CH:3][CH:2]=[CH:1][CH:6]=5)[C:29](=[O:30])[C:28]=6[CH:31]=[CH:32][C:25]=4[N:24]=3)[C:15](=[O:16])[C:17]2=[CH:18][CH:19]=1.[S:34]([O-:38])([O-:37])(=[O:36])=[O:35] |f:3.4|. Procedure: 30 Parts of crude flavanthrone were dissolved in 300 parts of concentrated sulfuric acid. 36 Parts of water were added dropwise at 50°-70° C, the flavanthrone-sulfate crystals formed were suction-filtered via an acid-resistant filter at room temperature and washed with about 150 parts of 80% sulfuric acid. The filter cake was introduced while stirring into 300 parts of water, the dyestuff was filtered and washed with water until free from acid. 63 Parts of an aqueous filter cake were obtained ha... The reactants are ClC=1C=C(C(=C2C(CCS(C12)(=O)=O)O)C)C(=O)OCC (8-chloro-6-ethoxycarbonyl-4-hydroxy-5-methylthiochroman-1,1-dioxide), [OH-].[K+] (potassium hydroxide). The reagents and catalysts are [Zn] (zinc). Run in C(C)O (ethanol). Run at temperature 50 celsius. The product is OC1CCS(C2=CC=C(C(=C12)C)C(=O)O)(=O)=O (4-hydroxy-5-methylthiochroman-6-carboxylic acid-1,1-dioxide). Isolated yield 143.4%. As a reaction SMILES: Cl[C:2]1[CH:3]=[C:4]([C:16]([O:18]CC)=[O:17])[C:5]([CH3:15])=[C:6]2[C:11]=1[S:10](=[O:13])(=[O:12])[CH2:9][CH2:8][CH:7]2[OH:14].[OH-].[K+]>C(O)C.[Zn]>[OH:14][CH:7]1[C:6]2[C:11](=[CH:2][CH:3]=[C:4]([C:16]([OH:18])=[O:17])[C:5]=2[CH3:15])[S:10](=[O:13])(=[O:12])[CH2:9][CH2:8]1 |f:1.2|. Procedure: 10.0 g (31.3 mmol) of the 8-chloro-6-ethoxycarbonyl-4-hydroxy-5-methylthiochroman-1,1-dioxide obtained in the above step (7) was dissolved in 30 ml of ethanol, and 50 ml of a 16% potassium hydroxide aqueous solution and 6.1 g (93.3 mmol, 3.0 equivalents) of a zinc powder were added. The mixture was stirred under heat at 50° C. for 3 hours. After the completion of the reaction, the zinc powder was filtered off. While the reaction mixture was cooled, a 2N hydrochloric acid aqueous solution was add... Reactants: C1CCOC1, Cc1nc2[nH]ncc2c(=O)[nH]1, CN(C)c1ccncc1, Cc1ccc(Cl)cc1N1CCNCC1, CN(C)C=O, O=S(Cl)Cl. Product: Cc1nc(N2CCN(c3cc(Cl)ccc3C)CC2)c2cn[nH]c2n1. RXN SMILES: [CH2:44]1[O:45][CH2:46][CH2:47][CH2:48]1.[CH3:1][c:2]1[nH:3][c:4](=[O:11])[c:5]2[c:6]([n:7]1)[nH:8][n:9][cH:10]2.[CH3:35][N:36]([c:37]1[cH:38][cH:39][n:40][cH:41][cH:42]1)[CH3:43].[Cl:21][c:22]1[cH:23][cH:24][c:25]([CH3:34])[c:26]([N:28]2[CH2:29][CH2:30][NH:31][CH2:32][CH2:33]2)[cH:27]1.[O:16]=[CH:17][N:18]([CH3:19])[CH3:20].[S:12]([Cl:13])([Cl:14])=[O:15]>>[CH3:1][c:2]1[n:3][c:4]([N:31]2[CH2:30][CH2:29][N:28]([c:26]3[c:25]([CH3:34])[cH:24][cH:23][c:22]([Cl:21])[cH:27]3)[CH2:33][CH2:32]2)[c:5]2[c:6]([n:7]1)[nH:8][n:9][cH:10]2. Starting materials: Cc1cc(C)c(Oc2nc(F)nc3c2ccn3Cc2ccccc2)c(C)c1, Cn1ccccc1=O, [H-], N#Cc1ccc(N)cc1, [Na+], O. The product is Cc1cc(C)c(Oc2nc(Nc3ccc(C#N)cc3)nc3c2ccn3Cc2ccccc2)c(C)c1. RXN SMILES: [CH2:12]([c:13]1[cH:14][cH:15][cH:16][cH:17][cH:18]1)[n:19]1[cH:20][cH:21][c:22]2[c:23]1[n:24][c:25]([F:38])[n:26][c:27]2[O:28][c:29]1[c:30]([CH3:37])[cH:31][c:32]([CH3:36])[cH:33][c:34]1[CH3:35].[CH3:40][n:41]1[cH:42][cH:43][cH:44][cH:45][c:46]1=[O:47].[H-:11].[NH2:1][c:2]1[cH:3][cH:4][c:5]([C:6]#[N:7])[cH:8][cH:9]1.[Na+:10].[OH2:39]>>[NH:1]([c:2]1[cH:3][cH:4][c:5]([C:6]#[N:7])[cH:8][cH:9]1)[c:25]1[n:24][c:23]2[n:19]([CH2:12][c:13]3[cH:14][cH:15][cH:16][cH:17][cH:18]3)[cH:20][cH:21][c:22]2[c:27]([O:28][c:29]2[c:30]([CH3:37])[cH:31][c:32]([CH3:36])[cH:33][c:34]2[CH3:35])[n:26]1.